This data is from the Open Reaction Database (ORD), a public repository of structured organic reaction records. The task is: describe an organic reaction: reactants, conditions, products, and yield Reactants: BrC1=CC(=C(N1CC)C(C1=CC=C(C=C1)Cl)NC1=C(C=CC(=C1)Cl)C)C(=O)O (5-bromo-2-[(5-chloro-2-methyl-phenylamino)-(4-chloro-phenyl)-methyl]-1-ethyl-1H-pyrrole-3-carboxylic acid), CN(C)C(=[N+](C)C)ON1C2=C(C=CC=C2)N=N1.[B-](F)(F)(F)F (TBTU), CCN(C(C)C)C(C)C (DIEA). Run in O (H2O). The product is BrC1=CC2=C(N1CC)C(N(C2=O)C2=C(C=CC(=C2)Cl)C)C2=CC=C(C=C2)Cl (2-Bromo-5-(5-chloro-2-methyl-phenyl)-6-(4-chloro-phenyl)-1-ethyl-5,6-dihydro-1H-pyrrolo[3,4-b]pyrrol-4-one). RXN SMILES: [Br:1][C:2]1[N:6]([CH2:7][CH3:8])[C:5]([CH:9]([NH:17][C:18]2[CH:23]=[C:22]([Cl:24])[CH:21]=[CH:20][C:19]=2[CH3:25])[C:10]2[CH:15]=[CH:14][C:13]([Cl:16])=[CH:12][CH:11]=2)=[C:4]([C:26](O)=[O:27])[CH:3]=1.CN(C(ON1N=NC2C=CC=CC1=2)=[N+](C)C)C.[B-](F)(F)(F)F.CCN(C(C)C)C(C)C>O>[Br:1][C:2]1[N:6]([CH2:7][CH3:8])[C:5]2[CH:9]([C:10]3[CH:15]=[CH:14][C:13]([Cl:16])=[CH:12][CH:11]=3)[N:17]([C:18]3[CH:23]=[C:22]([Cl:24])[CH:21]=[CH:20][C:19]=3[CH3:25])[C:26](=[O:27])[C:4]=2[CH:3]=1 |f:1.2|. Procedure: A solution of 5-bromo-2-[(5-chloro-2-methyl-phenylamino)-(4-chloro-phenyl)-methyl]-1-ethyl-1H-pyrrole-3-carboxylic acid (Step K1) (3.11 mmol), TBTU (4.36 mmol) and DIEA (9.33 mmol) was stirred at 80° C. for 1 h. The reaction mixture was diluted with H2O and extracted with EtOAc (2×). The combined organic layers were washed successively with H2O and brine, dried (MgSO4), filtered and concentrated. The product was purified by chromatography column to afford the title compound as a colorless oil. t... The reactants are COC=1C=C2C=CC(=CC2=CC1)C(C(=O)OCC)C(=O)OCC (diethyl 6-methoxy-2-naphthylmalonate), C(C(=O)O)(=O)O (oxalic acid), [H-].[Na+] (sodium hydride), CI (methyliodide). Run in CO (methanol). The product is COC=1C=C2C=CC(=CC2=CC1)C(C(=O)OCC)(C(=O)OCC)C (diethyl 6-methoxy-2-naphthyl-α-methylmalonate). Reaction SMILES: [CH3:1][O:2][C:3]1[CH:4]=[C:5]2[C:10](=[CH:11][CH:12]=1)[CH:9]=[C:8]([CH:13]([C:19]([O:21][CH2:22][CH3:23])=[O:20])[C:14]([O:16][CH2:17][CH3:18])=[O:15])[CH:7]=[CH:6]2.[H-].[Na+].CI.[C:28](O)(=O)C(O)=O>CO>[CH3:1][O:2][C:3]1[CH:4]=[C:5]2[C:10](=[CH:11][CH:12]=1)[CH:9]=[C:8]([C:13]([CH3:28])([C:19]([O:21][CH2:22][CH3:23])=[O:20])[C:14]([O:16][CH2:17][CH3:18])=[O:15])[CH:7]=[CH:6]2 |f:1.2|. Procedure: A mixture of 31.6 g. of diethyl 6-methoxy-2-naphthylmalonate, 2.4 g. of sodium hydride, and 350 ml. of methanol is stirred for one hour; then 24 g. of methyliodide are added and the resulting mixture is refluxed for 2 hours. The cooled mixture is neutralized with aqueous oxalic acid. The product, diethyl 6-methoxy-2-naphthyl-α-methylmalonate, is isolated, hydrolyzed, and decarboxylated by the means of the above described processes to give 6-methoxy-2-naphthyl-α-methylacetic acid.